From a dataset of the Open Reaction Database (ORD), a public repository of structured organic reaction records. describe an organic reaction: reactants, conditions, products, and yield Reported procedure: Following the procedure for the preparation of 5-methyl-6,7-dihydro-1-benzothiophen-4(5H)-one but substituting 6,7-dihydro-1-benzofuran-4(5H)-one and ethyl iodide and making non-critical variations provided the title compound as a oil: 1H NMR (CDCl3) δ 1.00, 1.54, 1.95, 2.29, 2.91, 6.67, 7.3; MS (EI) m/z (rel. intensity) 164 (M+, 36), 164 (36), 136 (90), 135 (24), 108 (76), 88 (13), 86 (69), 84 (99), 80 (58), 52 (21), 51 (57). HRMS (FAB) calcd for C10H12O2+H 165.0916, found 165.0919. Anal. Calcd... RXN SMILES: [CH3:1][CH:2]1C(=O)C2C=CSC=2CC1.[O:12]1[C:16]2[CH2:17][CH2:18][CH2:19][C:20](=[O:21])[C:15]=2[CH:14]=[CH:13]1.C(I)C>>[CH2:1]([CH:19]1[C:20](=[O:21])[C:15]2[CH:14]=[CH:13][O:12][C:16]=2[CH2:17][CH2:18]1)[CH3:2]. Reactants: CC1CCC2=C(C=CS2)C1=O (5-methyl-6,7-dihydro-1-benzothiophen-4(5H)-one), O1C=CC2=C1CCCC2=O (6,7-dihydro-1-benzofuran-4(5H)-one), C(C)I (ethyl iodide). Yields the product C(C)C1CCC2=C(C=CO2)C1=O (5-ethyl-6,7-dihydro-1-benzofuran-4(5H)-one). The reactants are [OH-].[K+] (potassium hydroxide), OC1=CC=C(CCO)C=C1 (p-hydroxyphenethyl alcohol), C(C)OCC (diethyl ether), C(C)(=O)OC(C)=O (acetic anhydride). Solvent: O (water), O1CCCC1 (tetrahydrofuran), O (water). Yields the product CC(=O)OC1=CC=C(C=C1)CCO (2-(4-methylcarbonyloxyphenyl)-1-ethanol). The yield is 66.6%. Reaction SMILES: [OH-].[K+].[OH:3][C:4]1[CH:12]=[CH:11][C:7]([CH2:8][CH2:9][OH:10])=[CH:6][CH:5]=1.[C:13](OC(=O)C)(=[O:15])[CH3:14].C(OCC)C>O.O1CCCC1>[CH3:14][C:13]([O:3][C:4]1[CH:12]=[CH:11][C:7]([CH2:8][CH2:9][OH:10])=[CH:6][CH:5]=1)=[O:15] |f:0.1|. Procedure details: 5.6 g (0.1 mole) potassium hydroxide in 10 ml water was added to a cooled solution of 13.8 g (0.1 mole) p-hydroxyphenethyl alcohol in 50 ml tetrahydrofuran. 10.2 g (0.1 mole) acetic anhydride was slowly added under stirring. After 2 hours diethyl ether and water were added. The phases were separated and the organic phase was dried, filtered and evaporated in vacuo. The product contained 15% starting material and was therefore redissolved in diethyl ether and washed twice with dilute sodium carbo... The reactants are C(C)(C)NC(C)C (di-isopropylamine), C(CCC)[Li] (n-butyl lithium), BrC=1C=NC=CC1 (3-bromopyridine), C1CCOC1 (THF). Reaction conditions: temperature -60 celsius. Yields the product BrC=1C=NC=CC1C=O (3-bromo-4-pyridinecarbaldehyde). Isolated yield 76.0%. Reaction SMILES: C(NC(C)C)(C)C.C([Li])CCC.[Br:13][C:14]1[CH:15]=[N:16][CH:17]=[CH:18][CH:19]=1.C1C[O:23][CH2:22]C1>>[Br:13][C:14]1[CH:15]=[N:16][CH:17]=[CH:18][C:19]=1[CH:22]=[O:23]. Reported procedure: A solution of di-isopropylamine (3.44 g, 34.1 mmol) was cooled to -78° C. and treated with n-butyl lithium 1.6M, 34.1 mmol). A solution of 3-bromopyridine (4.71 g, 30 mmol) in THF (5 ml) was added dropwise trying to keep the temperature below -70° C. The reaction was very exothermic, a solid precipitated and THF (2 ml) was added to improve stirring. The temperature rose to -45° C., after cooling to -60° C. and added remaining pyridine. DMF (2.49 g) in THF (15 ml) was added and the reaction stirr... The reactants are ClC1=CC=C(C=C1)S(=O)(=O)C1(CCC(CC1)CS(=O)(=O)N1CC(C1)OC(C)=O)C1=C(C=CC(=C1)F)F (Acetic acid 1-[4-(4-chloro-benzenesulfonyl)-4-(2,5-difluoro-phenyl)-cyclohexylmethanesulfonyl]-azetidin-3-yl ester), [OH-].[Li+] (lithium hydroxide). Solvent: O1CCCC1 (tetrahydrofuran), O (water). Reaction conditions: time 45 minute. The product is ClC1=CC=C(C=C1)S(=O)(=O)C1(CCC(CC1)CS(=O)(=O)N1CC(C1)O)C1=C(C=CC(=C1)F)F (1-[4-(4-Chloro-benzenesulfonyl)-4-(2,5-difluoro-phenyl)-cyclohexylmethanesulfonyl]-azetidin-3-ol). The yield is 99.6%. Reaction SMILES: [Cl:1][C:2]1[CH:7]=[CH:6][C:5]([S:8]([C:11]2([C:29]3[CH:34]=[C:33]([F:35])[CH:32]=[CH:31][C:30]=3[F:36])[CH2:16][CH2:15][CH:14]([CH2:17][S:18]([N:21]3[CH2:24][CH:23]([O:25]C(=O)C)[CH2:22]3)(=[O:20])=[O:19])[CH2:13][CH2:12]2)(=[O:10])=[O:9])=[CH:4][CH:3]=1.[OH-].[Li+]>O1CCCC1.O>[Cl:1][C:2]1[CH:7]=[CH:6][C:5]([S:8]([C:11]2([C:29]3[CH:34]=[C:33]([F:35])[CH:32]=[CH:31][C:30]=3[F:36])[CH2:12][CH2:13][CH:14]([CH2:17][S:18]([N:21]3[CH2:24][CH:23]([OH:25])[CH2:22]3)(=[O:19])=[O:20])[CH2:15][CH2:16]2)(=[O:10])=[O:9])=[CH:4][CH:3]=1 |f:1.2|. Procedure: To a stirred solution of acetic acid 1-[4-(4-chloro-benzenesulfonyl)-4-(2,5-difluoro-phenyl)-cyclohexylmethanesulfonyl]-azetidin-3-yl ester (Example 29) (185 mg, 0.33 mmol.) in tetrahydrofuran (10 mL) was added a solution of lithium hydroxide (16 mg, 0.67 mmol.) in water (5 mL) and the mixture stirred for 45 minutes. The solvent was removed in vacuo and the residue diluted with 1N aqueous sodium hydroxide (10 mL) and extracted into ethyl acetate (2×20 mL). The combined organic layers were washed... The reactants are C1=COC=2NC(C=3C=CC=CC3C21)=O (Furo[2,3-c]isoquinolin-5(4H)-one), [Cl-].C[N+](C)=C (N,N-dimethyl(methylene)ammonium chloride). Run in CN(C=O)C (dimethylformamide), C(C)#N (acetonitrile). Product: Cl.CN(C)CC1=CC2=C(NC(C=3C=CC=CC23)=O)O1 (2-[(Dimethylamino)methyl]furo[2,3-c]isoquinolin-5(4H)-one hydrochloride). The yield is 65.0%. As a reaction SMILES: [CH:1]1[C:13]2[C:12]3[CH:11]=[CH:10][CH:9]=[CH:8][C:7]=3[C:6](=[O:14])[NH:5][C:4]=2[O:3][CH:2]=1.[Cl-:15].[CH3:16][N+:17](=[CH2:19])[CH3:18]>CN(C)C=O.C(#N)C>[ClH:15].[CH3:16][N:17]([CH2:19][C:2]1[O:3][C:4]2[NH:5][C:6](=[O:14])[C:7]3[CH:8]=[CH:9][CH:10]=[CH:11][C:12]=3[C:13]=2[CH:1]=1)[CH3:18] |f:1.2,5.6|. Procedure details: Furo[2,3-c]isoquinolin-5(4H)-one (55 mg, 0.27 mmol) was dissolved in a mixture of dry dimethylformamide (1 ml) and dry acetonitrile (2 ml) and treated with N,N-dimethyl(methylene)ammonium chloride (1 mmol) prepared according to known procedure (Kinast G. et al. Angew. Chem. Int. Ed. Engl. 1976, 15(4), 239-240; Bohme H. et al. Chem. Ber. 1960, 93, 1305). The reaction mixture was refluxed overnight, and the resulting precipitate was filtered and washed with dry diethyl ether to give the title comp... Starting materials: CC(=O)C=1C=CC(=CC1O)O (2,4-dihydroxy acetophenone), C([O-])([O-])=O.[K+].[K+] (potassium carbonate), COC(Cl)Cl (Methoxymethylene chloride). The solvent is CC(=O)C (acetone). Run at time 10 minute. The product is OC1=C(C=CC(=C1)OCOC)C(C)=O (1-(2-Hydroxy-4-(methoxymethoxy)phenyl)ethanone). Isolated yield 84.9%. RXN SMILES: [CH3:1][C:2]([C:4]1[CH:5]=[CH:6][C:7]([OH:11])=[CH:8][C:9]=1[OH:10])=[O:3].C(=O)([O-])[O-].[K+].[K+].[CH3:18][O:19][CH:20](Cl)Cl>CC(C)=O>[OH:10][C:9]1[CH:8]=[C:7]([O:11][CH2:18][O:19][CH3:20])[CH:6]=[CH:5][C:4]=1[C:2](=[O:3])[CH3:1] |f:1.2.3|. Procedure: A mixture of 2,4-dihydroxy acetophenone (2.0 g, 13.2 mmol) and oven-dried potassium carbonate (4.0 g, 30.0 mmol) in dry acetone (30 mL) was stirred for 10 min. Methoxymethylene chloride (MOMCl) (1.62 mL, 17.2 mmol) was added dropwise to the reaction mixture and the mixture was stirred at room temperature for 24 h. Solvent was evaporated under reduced pressure and water (25 mL) was added. The mixture was extracted with chloroform (3×100 mL) and the organic phase was dried over Na2SO4 and evaporat... The reactants are COC1=CC=C(COC(=O)N2[C@@H](C[C@@H](C2)SC(C)=O)C(NCC2=CC=CC=C2)=O)C=C1 ((2S,4S)-1-p-methoxybenzyloxycarbonyl-2-benzylcarbamoyl-4-acetylthiopyrrolidine), C1(=CC=CC=C1)OC (anisole). Run in FC(C(=O)O)(F)F (trifluoroacetic acid). Run at time 30 minute. Product: C(C1=CC=CC=C1)NC(=O)[C@H]1NC[C@H](C1)SC(C)=O ((2S,4S)-2-benzylcarbamoyl-4-acetylthiopyrrolidine). Reaction SMILES: COC1C=CC(COC([N:11]2[CH2:15][C@@H:14]([S:16][C:17](=[O:19])[CH3:18])[CH2:13][C@H:12]2[C:20](=[O:29])[NH:21][CH2:22][C:23]2[CH:28]=[CH:27][CH:26]=[CH:25][CH:24]=2)=O)=CC=1.C1(OC)C=CC=CC=1>FC(F)(F)C(O)=O>[CH2:22]([NH:21][C:20]([C@@H:12]1[CH2:13][C@H:14]([S:16][C:17](=[O:19])[CH3:18])[CH2:15][NH:11]1)=[O:29])[C:23]1[CH:28]=[CH:27][CH:26]=[CH:25][CH:24]=1. Reported procedure: 177 mg of (2S,4S)-1-p-methoxybenzyloxycarbonyl-2-benzylcarbamoyl-4-acetylthiopyrrolidine and 86 mg of anisole were dissolved in 0.5 ml of trifluoroacetic acid, followed by stirring at room temperature for 30 minutes. The reaction mixture was concentrated under reduced pressure, diluted with ethyl acetate, washed successively with an aqueous solution of sodium bicarbonate and water and dried over sodium sulfate. The solvent was removed by distillation, and the residue was subjected to silica gel ...